From a dataset of the Open Reaction Database (ORD), a public repository of structured organic reaction records. describe an organic reaction: reactants, conditions, products, and yield The reactants are N#Cc1ccccc1-c1ccc(CBr)cc1, CCOC(C)=O, CCCC(=O)CC(=O)OCC, [Cl-], [H-], [NH4+], [Na+], C1CCOC1. Product: CCCC(=O)C(Cc1ccc(-c2ccccc2C#N)cc1)C(=O)OCC. Reaction SMILES: [Br:14][CH2:15][c:16]1[cH:17][cH:18][c:19](-[c:22]2[c:23]([C:28]#[N:29])[cH:24][cH:25][cH:26][cH:27]2)[cH:20][cH:21]1.[CH3:37][CH2:38][O:39][C:40](=[O:41])[CH3:42].[CH3:3][CH2:4][CH2:5][C:6](=[O:7])[CH2:8][C:9](=[O:10])[O:11][CH2:12][CH3:13].[Cl-:30].[H-:1].[NH4+:31].[Na+:2].[O:32]1[CH2:33][CH2:34][CH2:35][CH2:36]1>>[CH3:3][CH2:4][CH2:5][C:6](=[O:7])[CH:8]([C:9](=[O:10])[O:11][CH2:12][CH3:13])[CH2:15][c:16]1[cH:17][cH:18][c:19](-[c:22]2[c:23]([C:28]#[N:29])[cH:24][cH:25][cH:26][cH:27]2)[cH:20][cH:21]1.